Dataset: the Open Reaction Database (ORD), a public repository of structured organic reaction records. Task: describe an organic reaction: reactants, conditions, products, and yield Reactants: [BH3-]C#N, COc1ccc2c(c1)CC(=O)CCC2, CC(=O)O, NCc1ccccc1, [Na+], [Na+], [OH-], O. Yields the product COc1ccc2c(c1)CC(NCc1ccccc1)CCC2. RXN SMILES: [C:23]([BH3-:24])#[N:25].[CH3:1][O:2][c:3]1[cH:4][c:5]2[c:6]([cH:13][cH:14]1)[CH2:7][CH2:8][CH2:9][C:10](=[O:12])[CH2:11]2.[CH3:30][C:31](=[O:32])[OH:33].[NH2:15][CH2:16][c:17]1[cH:18][cH:19][cH:20][cH:21][cH:22]1.[Na+:26].[Na+:28].[OH-:27].[OH2:29]>>[CH3:1][O:2][c:3]1[cH:4][c:5]2[c:6]([cH:13][cH:14]1)[CH2:7][CH2:8][CH2:9][CH:10]([NH:15][CH2:16][c:17]1[cH:18][cH:19][cH:20][cH:21][cH:22]1)[CH2:11]2. Starting materials: CSC1=NN(C2=CC(=CC=C12)NC(NC1CN(CC1)C(=O)OC(C)(C)C)=O)C1=CC=CC=C1 (tert-butyl 3-(3-(3-(methylthio)-1-phenyl-1H-indazol-6-yl)ureido)pyrrolidine-1-carboxylate), ClCCl (dichloromethane). Reaction conditions: temperature 0 celsius, time 30 minute. Product: Cl.CSC1=NN(C2=CC(=CC=C12)NC(=O)NC1CNCC1)C1=CC=CC=C1 (1-(3-(methylthio)-1-phenyl-1H-indazol-6-yl)-3-(pyrrolidin-3-yl)urea hydrochloride). Reaction SMILES: [CH3:1][S:2][C:3]1[C:11]2[C:6](=[CH:7][C:8]([NH:12][C:13](=[O:27])[NH:14][CH:15]3[CH2:19][CH2:18][N:17](C(OC(C)(C)C)=O)[CH2:16]3)=[CH:9][CH:10]=2)[N:5]([C:28]2[CH:33]=[CH:32][CH:31]=[CH:30][CH:29]=2)[N:4]=1.[Cl:34]CCl>>[ClH:34].[CH3:1][S:2][C:3]1[C:11]2[C:6](=[CH:7][C:8]([NH:12][C:13]([NH:14][CH:15]3[CH2:19][CH2:18][NH:17][CH2:16]3)=[O:27])=[CH:9][CH:10]=2)[N:5]([C:28]2[CH:33]=[CH:32][CH:31]=[CH:30][CH:29]=2)[N:4]=1 |f:2.3|. Reported procedure: Into a 50-mL 3-necked round-bottom flask, was placed a solution of tert-butyl 3-(3-(3-(methylthio)-1-phenyl-1H-indazol-6-yl)ureido)pyrrolidine-1-carboxylate (120 mg, 0.26 mmol, 1.00 equiv) in dichloromethane (4 mL). The solution was bubbled with HCl (g) at 0° C. in 30 min. The resulting solution was stirred for 30 min at 0° C. The solids were collected by filtration. The solid was washed with ethyl acetate/methanol (2×3.8 mL) to yield 1-(3-(methylthio)-1-phenyl-1H-indazol-6-yl)-3-(pyrrolidin-3-y... Starting materials: C=C(C)c1ccc(OC(F)(F)F)cc1, Cn1ccnc1, Cc1ccccc1, CCOC(=O)C=[N+]=[N-]. Yields the product CCOC(=O)C1CC1(C)c1ccc(OC(F)(F)F)cc1. Reaction SMILES: [C:1](=[CH2:2])([CH3:3])[c:4]1[cH:5][cH:6][c:7]([O:10][C:11]([F:12])([F:13])[F:14])[cH:8][cH:9]1.[CH3:15][n:16]1[cH:17][n:18][cH:19][cH:20]1.[CH3:29][c:30]1[cH:31][cH:32][cH:33][cH:34][cH:35]1.[N+:21](=[N-:22])=[CH:23][C:24](=[O:25])[O:26][CH2:27][CH3:28]>>[C:1]1([CH3:3])([c:4]2[cH:5][cH:6][c:7]([O:10][C:11]([F:12])([F:13])[F:14])[cH:8][cH:9]2)[CH2:2][CH:23]1[C:24](=[O:25])[O:26][CH2:27][CH3:28]. Reactants: COC1=CC=C(C=C1)COC1=CC=C(C=N1)OCCN(C1=CC(=C(C#N)C=C1)C(F)(F)F)CC(F)(F)F (4-[(2-{[6-({[4-(Methyloxy)phenyl]methyl}oxy)-3-pyridinyl]oxy}ethyl)(2,2,2-trifluoroethyl)amino]-2-(trifluoromethyl)benzonitrile). The reagents and catalysts are [Pd] (Pd—C). Conditions: time 45 minute. The product is O=C1C=CC(=CN1)OCCN(C1=CC(=C(C#N)C=C1)C(F)(F)F)CC(F)(F)F (4-[{2-[(6-Oxo-1,6-dihydro-3-pyridinyl)oxy]ethyl}(2,2,2-trifluoroethyl)amino]-2-(trifluoromethyl)benzonitrile). Yield: 77.4%. As a reaction SMILES: COC1C=CC(C[O:10][C:11]2[N:16]=[CH:15][C:14]([O:17][CH2:18][CH2:19][N:20]([CH2:33][C:34]([F:37])([F:36])[F:35])[C:21]3[CH:28]=[CH:27][C:24]([C:25]#[N:26])=[C:23]([C:29]([F:32])([F:31])[F:30])[CH:22]=3)=[CH:13][CH:12]=2)=CC=1>[Pd]>[O:10]=[C:11]1[NH:16][CH:15]=[C:14]([O:17][CH2:18][CH2:19][N:20]([CH2:33][C:34]([F:37])([F:35])[F:36])[C:21]2[CH:28]=[CH:27][C:24]([C:25]#[N:26])=[C:23]([C:29]([F:30])([F:31])[F:32])[CH:22]=2)[CH:13]=[CH:12]1. Procedure details: A mixture of 4-[(2-{[6-({[4-(methyloxy)phenyl]methyl}oxy)-3-pyridinyl]oxy}ethyl)(2,2,2-trifluoroethyl)amino]-2-(trifluoromethyl)benzonitrile (0.270 g, 0.51 mmol; step C above) and Pd—C (0.027 g of 10 wt % on activated carbon (dry basis), ca. 50 wt % H2O, ca. 0.013 mmol Pd) was stirred under an atmosphere of H2 for 45 min and filtered through Celite. The filtrate was adsorbed onto a small amount of silica gel and purified by flash chromatography (MeOH/CH2Cl2), affording 0.160 g of the title compo... The reactants are [Si](C)(C)(C(C)(C)C)OCC=1C=C(C(C(=O)OC)=CC1)C(=O)OC (dimethyl 4-(tert-butyldimethylsilanyloxymethyl)phthalate), [H-].[Al+3].[Li+].[H-].[H-].[H-] (lithium aluminum hydride), O (water), [OH-].[Na+] (sodium hydroxide), O (water). Run in CCOCC (ether), C1CCOC1 (THF), C(C)OCC (ethyl ether). Conditions: temperature 0 celsius, time 2 hour. The product is [Si](C)(C)(C(C)(C)C)OCC1=CC(=C(C=C1)CO)CO ([4-(tert-Butyldimethylsilanyloxymethyl)-2-hydroxymethylphenyl]methanol). Isolated yield 93.9%. RXN SMILES: [H-].[Al+3].[Li+].[H-].[H-].[H-].[Si:7]([O:14][CH2:15][C:16]1[CH:17]=[C:18]([C:26](OC)=[O:27])[C:19](=[CH:24][CH:25]=1)[C:20](OC)=[O:21])([C:10]([CH3:13])([CH3:12])[CH3:11])([CH3:9])[CH3:8].O.[OH-].[Na+]>C(OCC)C.C1COCC1>[Si:7]([O:14][CH2:15][C:16]1[CH:25]=[CH:24][C:19]([CH2:20][OH:21])=[C:18]([CH2:26][OH:27])[CH:17]=1)([C:10]([CH3:13])([CH3:12])[CH3:11])([CH3:9])[CH3:8] |f:0.1.2.3.4.5,8.9|. Procedure details: 17.8 g (469 mmol) of lithium aluminum hydride are placed in 800 ml of ethyl ether in a round-bottomed flask and under a stream of nitrogen. At 0° C., a solution of 66.4 g (196 mmol) of dimethyl 4-(tert-butyldimethylsilanyloxymethyl)phthalate in 200 ml of ether and 100 ml of THF is added dropwise. The reaction medium is stirred at 0° C. for 2 hours. 18 ml of water, 18 ml of 15% sodium hydroxide solution and then 54 ml of water are added very slowly. The precipitate formed is filtered off and rins... Reactants: H2 CO, naphtha, C(CCC)P(CCCC)CCCC (tri-n-butyl phosphine), H2 CO, [Rh] (rhodium), dicarbonyl acetylacetonate, H2 CO. Reaction conditions: time 40 minute. Product: [Rh].C(CCC)P(CCCC)CCCC (Tributyl Phosphine Rhodium). RXN SMILES: [Rh:1].[CH2:2]([P:6]([CH2:11][CH2:12][CH2:13][CH3:14])[CH2:7][CH2:8][CH2:9][CH3:10])[CH2:3][CH2:4][CH3:5]>>[Rh:1].[CH2:11]([P:6]([CH2:2][CH2:3][CH2:4][CH3:5])[CH2:7][CH2:8][CH2:9][CH3:10])[CH2:12][CH2:13][CH3:14] |f:2.3|. Procedure: A broad naphtha cut previously described was hydroformylated in the presence of a catalyst system containing 10 nM rhodium, employed as dicarbonyl acetylacetonate, and 0.14 M tri-n-butyl phosphine. The reaction was run at 180° under 1000 psi (6900 kPa) pressure for 40 minutes. The initial H2 /CO ratio was 1, the H2 /CO feed ratio employed during the run 1.22 and the final head space ratio 1.95. The increase of the H2 /CO ratio during the run indicated that very little hydrogenation side reaction...